Dataset: the Open Reaction Database (ORD), a public repository of structured organic reaction records. Task: describe an organic reaction: reactants, conditions, products, and yield Reactants: C(#N)C=1C=C(C=CC1O)N1N=CC(=C1)C(=O)OCC (ethyl 1-(3-cyano-4-hydroxyphenyl)pyrazole-4-carboxylate), C1(CCCCC1)Br (cyclohexyl bromide). Product: C(#N)C=1C=C(C=CC1OC1CCCCC1)N1N=CC(=C1)C(=O)OCC (ethyl 1-(3-cyano-4-cyclohexyloxyphenyl)pyrazole-4-carboxylate). As a reaction SMILES: [C:1]([C:3]1[CH:4]=[C:5]([N:10]2[CH:14]=[C:13]([C:15]([O:17][CH2:18][CH3:19])=[O:16])[CH:12]=[N:11]2)[CH:6]=[CH:7][C:8]=1[OH:9])#[N:2].[CH:20]1(Br)[CH2:25][CH2:24][CH2:23][CH2:22][CH2:21]1>>[C:1]([C:3]1[CH:4]=[C:5]([N:10]2[CH:14]=[C:13]([C:15]([O:17][CH2:18][CH3:19])=[O:16])[CH:12]=[N:11]2)[CH:6]=[CH:7][C:8]=1[O:9][CH:20]1[CH2:25][CH2:24][CH2:23][CH2:22][CH2:21]1)#[N:2]. Procedure: The same reaction and treatment as in Example 5 using ethyl 1-(3-cyano-4-hydroxyphenyl)pyrazole-4-carboxylate and cyclohexyl bromide gives ethyl 1-(3-cyano-4-cyclohexyloxyphenyl)pyrazole-4-carboxylate. Starting materials: CC#N, CCN(C(C)C)C(C)C, CC(N)c1cc(Cl)cc(Cl)c1, CS(=O)(=O)c1ccc(F)cc1F. Yields the product CC(Nc1cc(F)ccc1S(C)(=O)=O)c1cc(Cl)cc(Cl)c1. As a reaction SMILES: [CH3:33][C:34]#[N:35].[CH:24]([N:25]([CH2:26][CH3:27])[CH:28]([CH3:29])[CH3:30])([CH3:31])[CH3:32].[Cl:13][c:14]1[cH:15][c:16]([CH:21]([CH3:22])[NH2:23])[cH:17][c:18]([Cl:20])[cH:19]1.[F:1][c:2]1[c:3]([S:9](=[O:10])(=[O:11])[CH3:12])[cH:4][cH:5][c:6]([F:8])[cH:7]1>>[c:2]1([NH:23][CH:21]([c:16]2[cH:15][c:14]([Cl:13])[cH:19][c:18]([Cl:20])[cH:17]2)[CH3:22])[c:3]([S:9](=[O:10])(=[O:11])[CH3:12])[cH:4][cH:5][c:6]([F:8])[cH:7]1. The reactants are BrCC1=C([C@H](NC(N1C1=CC(=CC=C1)C(F)(F)F)=O)C1=CC=C(C=C1)C#N)C(=O)OCC (Ethyl (4R)-6-(bromomethyl)-4-(4-cyanophenyl)-2-oxo-1-[3-(trifluoromethyl)phenyl]-1,2,3,4-tetra-hydropyrimidine-5-carboxylate), CC(CCNN)C ((3-methylbutyl)hydrazine). The solvent is O1CCOCC1 (dioxane). Reaction conditions: temperature 120 celsius, time 3 hour. Yields the product CC(CCN1NC(C2=C(C1)N(C(N[C@@H]2C2=CC=C(C#N)C=C2)=O)C2=CC(=CC=C2)C(F)(F)F)=O)C (4-{(4R)-7-(3-Methylbutyl)-2,5-dioxo-1-[3-(trifluoromethyl)phenyl]-1,2,3,4,5,6,7,8-octahydro-pyrimido[4,5-d]pyridazin-4-yl}benzonitrile). Reaction SMILES: Br[CH2:2][C:3]1[N:8]([C:9]2[CH:14]=[CH:13][CH:12]=[C:11]([C:15]([F:18])([F:17])[F:16])[CH:10]=2)[C:7](=[O:19])[NH:6][C@H:5]([C:20]2[CH:25]=[CH:24][C:23]([C:26]#[N:27])=[CH:22][CH:21]=2)[C:4]=1[C:28]([O:30]CC)=O.[CH3:33][CH:34]([CH3:39])[CH2:35][CH2:36][NH:37][NH2:38]>O1CCOCC1>[CH3:33][CH:34]([CH3:39])[CH2:35][CH2:36][N:37]1[CH2:2][C:3]2[N:8]([C:9]3[CH:14]=[CH:13][CH:12]=[C:11]([C:15]([F:18])([F:17])[F:16])[CH:10]=3)[C:7](=[O:19])[NH:6][C@H:5]([C:20]3[CH:25]=[CH:24][C:23]([C:26]#[N:27])=[CH:22][CH:21]=3)[C:4]=2[C:28](=[O:30])[NH:38]1. Procedure: 150 mg (0.295 mmol) of the compound from Example 6A were dissolved in 3 ml of dioxane, and 91 mg (0.885 mmol) of (3-methylbutyl)hydrazine were added. The mixture was stirred at 120° C. for 3 h and then concentrated. The residue was taken up in DMSO and purified by preparative HPLC (Method 10). This gave 43 mg (29% of theory) of the target compound. Reactants: Cl.NC1=CC(=CC(=N1)CCCCCCC(=O)NC1=CC(=C(C(=C1)C(C)(C)C)O)C(C)(C)C)C (6-amino-N-[3,5-bis(1,1-dimethylethyl)-4-hydroxyphenyl]-4-methyl-2-pyridineheptanamide hydrochloride), CN(C1=CC=C(C=C1)N)C (N,N-dimethyl-p-phenylenediamine), C(C)(C)(C)C1=C(C(=CC(=C1)N)C(C)(C)C)O (2,6-di-t-butyl-4-aminophenol). Product: Cl.NC1=CC(=CC(=N1)CCCCCCC(=O)NC1=CC=C(C=C1)N(C)C)C (6-amino-N-[4-(dimethylamino)phenyl]-4-methyl-2-pyridineheptanamide hydrochloride). RXN SMILES: [ClH:1].[NH2:2][C:3]1[N:8]=[C:7]([CH2:9][CH2:10][CH2:11][CH2:12][CH2:13][CH2:14][C:15]([NH:17][C:18]2[CH:23]=[C:22](C(C)(C)C)[C:21](O)=[C:20](C(C)(C)C)[CH:19]=2)=[O:16])[CH:6]=[C:5]([CH3:33])[CH:4]=1.[CH3:34][N:35](C)[C:36]1C=CC(N)=CC=1.C(C1C=C(N)C=C(C(C)(C)C)C=1O)(C)(C)C>>[ClH:1].[NH2:2][C:3]1[N:8]=[C:7]([CH2:9][CH2:10][CH2:11][CH2:12][CH2:13][CH2:14][C:15]([NH:17][C:18]2[CH:19]=[CH:20][C:21]([N:35]([CH3:36])[CH3:34])=[CH:22][CH:23]=2)=[O:16])[CH:6]=[C:5]([CH3:33])[CH:4]=1 |f:0.1,4.5|. Reported procedure: The experimental protocol used is the same as that described for compound 16, N,N-dimethyl-p-phenylenediamine replacing the 2,6-di-t-butyl-4-aminophenol. Hygroscopic yellowish solid. Reactants: [OH-].[K+] (KOH), CC1=CC(OC2=C(C(=CC=C12)OCC#C)C(C)=O)=O (4-methyl-7-prop2-ynyloxy-8-acetylcoumarin), FC1=CC=C(C=O)C=C1 (4-fluorobenzaldehyde). The solvent is C(C)O (ethanol), O (water). The product is CC1=CC(OC2=C(C(=CC=C12)OCC#C)C(C=CC1=CC=C(C=C1)F)=O)=O (1-[4-Methyl-7-(prop-2ynyloxy)coumarin-8-yl]-3-(4-fluoro-phenyl)-propen-1-one). Yield: 44.2%. RXN SMILES: [OH-].[K+].[CH3:3][C:4]1[C:13]2[C:8](=[C:9]([C:18](=[O:20])[CH3:19])[C:10]([O:14][CH2:15][C:16]#[CH:17])=[CH:11][CH:12]=2)[O:7][C:6](=[O:21])[CH:5]=1.[F:22][C:23]1[CH:30]=[CH:29][C:26]([CH:27]=O)=[CH:25][CH:24]=1>C(O)C.O>[CH3:3][C:4]1[C:13]2[C:8](=[C:9]([C:18](=[O:20])[CH:19]=[CH:27][C:26]3[CH:29]=[CH:30][C:23]([F:22])=[CH:24][CH:25]=3)[C:10]([O:14][CH2:15][C:16]#[CH:17])=[CH:11][CH:12]=2)[O:7][C:6](=[O:21])[CH:5]=1 |f:0.1|. Reported procedure: A solution of KOH 50% (3 ml) is added to an equimolar solution of 4-methyl-7-prop2-ynyloxy-8-acetylcoumarin (1.92 g, 0.0075 mol) and 4-fluorobenzaldehyde (0.93 g, 0.0075 mol) in ethanol 95%; the addition is performed under energetic stirring at room temperature. The reaction is left under stirring for one night and then diluted with water and acidified; the precipitate is separated by filtration and dried under vacuum. The compound is crystallized by ethanol to give 1.2 g of product m.p. 185-186... Starting materials: C1CCOC1, COC(=O)C1CCCN1, CN(C)c1ccncc1, CCOC(C)=O, CCN(C(C)C)C(C)C, NNc1ccccn1, CCC(C)(C)C(=O)C(=O)N1CCCC1C(=O)O, O. The product is CCC(C)(C)C(=O)C(=O)N1CCCC1C(=O)NNc1ccccn1. Reaction SMILES: [CH2:53]1[O:54][CH2:55][CH2:56][CH2:57]1.[CH3:18][O:19][C:20](=[O:21])[CH:22]1[CH2:23][CH2:24][CH2:25][NH:26]1.[CH3:44][N:45]([c:46]1[cH:47][cH:48][n:49][cH:50][cH:51]1)[CH3:52].[CH3:58][CH2:59][O:60][C:61](=[O:62])[CH3:63].[CH:35]([N:36]([CH2:37][CH3:38])[CH:39]([CH3:40])[CH3:41])([CH3:42])[CH3:43].[NH:27]([NH2:28])[c:29]1[n:30][cH:31][cH:32][cH:33][cH:34]1.[O:1]=[C:2]([C:3]([C:4]([CH2:5][CH3:6])([CH3:7])[CH3:8])=[O:9])[N:10]1[CH:11]([C:15](=[O:16])[OH:17])[CH2:12][CH2:13][CH2:14]1.[OH2:64]>>[O:1]=[C:2]([C:3]([C:4]([CH2:5][CH3:6])([CH3:7])[CH3:8])=[O:9])[N:10]1[CH:11]([C:15](=[O:17])[NH:28][NH:27][c:29]2[n:30][cH:31][cH:32][cH:33][cH:34]2)[CH2:12][CH2:13][CH2:14]1. Starting materials: Cc1[nH]c(C(=O)O)c(C)c1CC(=O)O, [K+], [OH-], O. Yields the product Cc1c[nH]c(C)c1CC(=O)O. RXN SMILES: [C:1](=[O:2])([OH:3])[CH2:4][c:5]1[c:6]([CH3:14])[c:7]([C:11]([OH:12])=[O:13])[nH:8][c:9]1[CH3:10].[K+:16].[OH-:15].[OH2:17]>>[C:1](=[O:2])([OH:3])[CH2:4][c:5]1[c:6]([CH3:14])[cH:7][nH:8][c:9]1[CH3:10]. Run at temperature 50 celsius, time 30 minute. Run in CN1CCCC1=O (NMP). Yield: 31.0%. Reaction SMILES: [H-].[Na+].[CH2:3]([OH:10])[C:4]1[CH:9]=[CH:8][CH:7]=[CH:6][CH:5]=1.[NH2:11][C:12]1[CH:19]=[CH:18][C:15]([C:16]#[N:17])=[CH:14][C:13]=1Cl>CN1C(=O)CCC1>[NH2:11][C:12]1[CH:19]=[CH:18][C:15]([C:16]#[N:17])=[CH:14][C:13]=1[O:10][CH2:3][C:4]1[CH:9]=[CH:8][CH:7]=[CH:6][CH:5]=1 |f:0.1|. Reported procedure: Sodium hydride (2.7 g, 67.5 mmol) was suspended in NMP (75 ml) and benzyl alcohol (7.3 g, 67.6 mmol) was added over 10 minutes. When the addition was complete the solution was stirred at 50° C. for 30 minutes. 4-Amino-3-chlorobenzonitrile (10.3 g, 67.5 mmol), (Synthesis 1985, 669), was added and the mixture was heated at 120-130° C. for 4 hours. After cooling to ambient temperature the mixture was partitioned between water and ether. The ether extracts were washed with brine, dried (MgSO4), the ... Starting materials: [H-].[Na+] (Sodium hydride), C(C1=CC=CC=C1)O (benzyl alcohol), NC1=C(C=C(C#N)C=C1)Cl (4-Amino-3-chlorobenzonitrile). The product is NC1=C(C=C(C#N)C=C1)OCC1=CC=CC=C1 (4-amino-3-benzyloxybenzonitrile). Starting materials: COC=1C=C(C=CC1OC)S(=O)(=O)Cl (3,4-dimethoxy phenyl sulfonyl chloride), C1(=C(C=CC=C1)N)N (o-phenylene diamine). Product: COC=1C=C(C=CC1OC)S(=O)(=O)NC1=C(C=CC=C1)NC1=CC=CC=C1 (2-[(3,4-dimethoxyphenyl)sulfonyl amino]phenyl aniline). As a reaction SMILES: [CH3:1][O:2][C:3]1[CH:4]=[C:5]([S:11](Cl)(=[O:13])=[O:12])[CH:6]=[CH:7][C:8]=1[O:9][CH3:10].[C:15]1([NH2:22])[CH:20]=[CH:19][CH:18]=[CH:17][C:16]=1[NH2:21]>>[CH3:1][O:2][C:3]1[CH:4]=[C:5]([S:11]([NH:21][C:16]2[CH:17]=[CH:18][CH:19]=[CH:20][C:15]=2[NH:22][C:3]2[CH:4]=[CH:5][CH:6]=[CH:7][CH:8]=2)(=[O:13])=[O:12])[CH:6]=[CH:7][C:8]=1[O:9][CH3:10]. Reported procedure: The sulfonamide was synthesized from 3,4-dimethoxy phenyl sulfonyl chloride(0.01 mol) and o-phenylene diamine by general Method C. It was purified by recrystallization from EtOH(0.65 g, 21%). EI-MS m/z 309(M+H)+.